From a dataset of the Open Reaction Database (ORD), a public repository of structured organic reaction records. describe an organic reaction: reactants, conditions, products, and yield Reactants: COC(=O)c1ccc2ccc(NC(=O)OC(C)(C)C)c(Br)c2c1, ClC=CCCl, [H-], [Na+], CN(C)C=O. RXN SMILES: [Br:3][c:4]1[c:5]([NH:18][C:19](=[O:20])[O:21][C:22]([CH3:23])([CH3:24])[CH3:25])[cH:6][cH:7][c:8]2[cH:9][cH:10][c:11]([C:14](=[O:15])[O:16][CH3:17])[cH:12][c:13]12.[Cl:26][CH:27]=[CH:28][CH2:29][Cl:30].[H-:2].[Na+:1].[O:31]=[CH:32][N:33]([CH3:34])[CH3:35]>>[Br:3][c:4]1[c:5]([N:18]([C:19](=[O:20])[O:21][C:22]([CH3:23])([CH3:24])[CH3:25])[CH2:29][CH:28]=[CH:27][Cl:26])[cH:6][cH:7][c:8]2[cH:9][cH:10][c:11]([C:14](=[O:15])[O:16][CH3:17])[cH:12][c:13]12. Yields the product COC(=O)c1ccc2ccc(N(CC=CCl)C(=O)OC(C)(C)C)c(Br)c2c1. The reactants are COC(=O)C(Oc1cccc(-c2noc(C)n2)c1)c1ccccc1, CO, [Na+], [OH-]. Yields the product Cc1nc(-c2cccc(OC(C(=O)O)c3ccccc3)c2)no1. Reaction SMILES: [CH3:1][c:2]1[n:3][c:4](-[c:7]2[cH:8][c:9]([O:10][CH:11]([C:12](=[O:13])[O:14][CH3:15])[c:16]3[cH:17][cH:18][cH:19][cH:20][cH:21]3)[cH:22][cH:23][cH:24]2)[n:5][o:6]1.[CH3:27][OH:28].[Na+:26].[OH-:25]>>[CH3:1][c:2]1[n:3][c:4](-[c:7]2[cH:8][c:9]([O:10][CH:11]([C:12](=[O:13])[OH:14])[c:16]3[cH:17][cH:18][cH:19][cH:20][cH:21]3)[cH:22][cH:23][cH:24]2)[n:5][o:6]1. The reactants are O=C(O)C1(C2CCCCC2)CCCC1, NC1CCN(CCc2ccc(F)cc2)C1. Yields the product O=C(NC1CCN(CCc2ccc(F)cc2)C1)C1(C2CCCCC2)CCCC1. As a reaction SMILES: [CH:1]1([C:7]2([C:12](=[O:13])[OH:14])[CH2:8][CH2:9][CH2:10][CH2:11]2)[CH2:2][CH2:3][CH2:4][CH2:5][CH2:6]1.[NH2:15][CH:16]1[CH2:17][N:18]([CH2:21][CH2:22][c:23]2[cH:24][cH:25][c:26]([F:29])[cH:27][cH:28]2)[CH2:19][CH2:20]1>>[CH:1]1([C:7]2([C:12](=[O:14])[NH:15][CH:16]3[CH2:17][N:18]([CH2:21][CH2:22][c:23]4[cH:24][cH:25][c:26]([F:29])[cH:27][cH:28]4)[CH2:19][CH2:20]3)[CH2:8][CH2:9][CH2:10][CH2:11]2)[CH2:2][CH2:3][CH2:4][CH2:5][CH2:6]1. Procedure details: 3-hydroxy-3-formamidomethyl-3,4-dihydro-2H-1,5-benzodioxepin (5.8 g.) in 200 ml. anhydrous ether is added to lithium aluminum hydride (2.0 g.) in 40 ml. of anhydrous ether dropwise in one hour. The mixture then is refluxed for 2 hours and the excess lithium aluminum hydride then decomposed with water (5.0 ml.) followed by 10% sodium hydroxide (3.6 ml.) followed by 6.0 ml. of water. The white solid formed is filtered and the filtrate dried over magnesium sulfate then over calcium sulfate. It is s... Reactants: OC1(COC2=C(OC1)C=CC=C2)CNC=O (3-hydroxy-3-formamidomethyl-3,4-dihydro-2H-1,5-benzodioxepin), Cl (hydrochloric acid), [OH-].[Na+] (sodium hydroxide), [H-].[Al+3].[Li+].[H-].[H-].[H-] (lithium aluminum hydride), [H-].[Al+3].[Li+].[H-].[H-].[H-] (lithium aluminum hydride), Cl.OC1(COC2=C(OC1)C=CC=C2)CNC (3-hydroxy-3-methylaminomethyl-3,4-dihydro-2H-1,5-benzodioxepin hydrochloride). Reaction SMILES: O[C:2]1([CH2:13][NH:14][CH:15]=O)[CH2:8][O:7][C:6]2[CH:9]=[CH:10][CH:11]=[CH:12][C:5]=2[O:4][CH2:3]1.[H-].[Al+3].[Li+].[H-].[H-].[H-].[OH-].[Na+].[ClH:25].Cl.OC1(CNC)COC2C=CC=CC=2OC1>C(O)C.O.CCOCC>[ClH:25].[CH3:15][NH:14][CH2:13][CH:2]1[CH2:8][O:7][C:6]2[CH:9]=[CH:10][CH:11]=[CH:12][C:5]=2[O:4][CH2:3]1 |f:1.2.3.4.5.6,7.8,10.11,15.16|. Yields the product Cl.CNCC1COC2=C(OC1)C=CC=C2 (3-methylaminomethyl-3,4-dihydro-2H-1,5-benzodioxepin hydrochloride). Solvent: CCOCC (ether), O (water), O (water), CCOCC (ether), C(C)O (ethanol). Reactants: BrC1=CC(=C(C=C1)CC(=O)C=1C=CC2=C(N(C(CO2)=O)C)C1)Cl (6-[2-(4-bromo-2-chloro-phenyl)-acetyl]-4-methyl-4H-benzo[1,4]oxazin-3-one), [H-].[Na+] (sodium hydride), CI (methyl iodide). Product: BrC1=CC(=C(C=C1)C(C(=O)C=1C=CC2=C(N(C(CO2)=O)C)C1)C)Cl (6-[2-(4-Bromo-2-chloro-phenyl)-propionyl]-4-methyl-4H-benzo[1,4]oxazin-3-one). As a reaction SMILES: [Br:1][C:2]1[CH:7]=[CH:6][C:5]([CH2:8][C:9]([C:11]2[CH:12]=[CH:13][C:14]3[O:19][CH2:18][C:17](=[O:20])[N:16]([CH3:21])[C:15]=3[CH:22]=2)=[O:10])=[C:4]([Cl:23])[CH:3]=1.[H-].[Na+].[CH3:26]I>>[Br:1][C:2]1[CH:7]=[CH:6][C:5]([CH:8]([CH3:26])[C:9]([C:11]2[CH:12]=[CH:13][C:14]3[O:19][CH2:18][C:17](=[O:20])[N:16]([CH3:21])[C:15]=3[CH:22]=2)=[O:10])=[C:4]([Cl:23])[CH:3]=1 |f:1.2|. Reported procedure: In analogy to Example 1, step 2, 6-[2-(4-bromo-2-chloro-phenyl)-acetyl]-4-methyl-4H-benzo[1,4]oxazin-3-one was reacted with sodium hydride and methyl iodide to give the title compound as an off-white solid. MS (m/e, ISP neg. ion)=406.1 [M−H+]. Reactants: CC(C)(C)OC(=O)c1ccc(-n2c3ccccc3c3c(-c4ccc(C#N)nc4)cccc32)cc1NCCCO, Cl, C1COCCO1. Product: N#Cc1ccc(-c2cccc3c2c2ccccc2n3-c2ccc(C(=O)O)c(NCCCO)c2)cn1. Reaction SMILES: [C:2](#[N:3])[c:4]1[cH:5][cH:6][c:7](-[c:10]2[cH:11][cH:12][cH:13][c:14]3[n:15](-[c:23]4[cH:24][c:25]([NH:36][CH2:37][CH2:38][CH2:39][OH:40])[c:26]([C:27](=[O:28])[O:29][C:30]([CH3:31])([CH3:32])[CH3:33])[cH:34][cH:35]4)[c:16]4[cH:17][cH:18][cH:19][cH:20][c:21]4[c:22]23)[cH:8][n:9]1.[ClH:1].[O:41]1[CH2:42][CH2:43][O:44][CH2:45][CH2:46]1>>[C:2](#[N:3])[c:4]1[cH:5][cH:6][c:7](-[c:10]2[cH:11][cH:12][cH:13][c:14]3[n:15](-[c:23]4[cH:24][c:25]([NH:36][CH2:37][CH2:38][CH2:39][OH:40])[c:26]([C:27](=[O:28])[OH:29])[cH:34][cH:35]4)[c:16]4[cH:17][cH:18][cH:19][cH:20][c:21]4[c:22]23)[cH:8][n:9]1. Starting materials: Clc1ccc2cc[nH]c2c1, Cc1cccc(I)c1. The product is Cc1cccc(-n2ccc3ccc(Cl)cc32)c1. As a reaction SMILES: [Cl:1][c:2]1[cH:3][cH:4][c:5]2[cH:6][cH:7][nH:8][c:9]2[cH:10]1.[I:11][c:12]1[cH:13][c:14]([CH3:18])[cH:15][cH:16][cH:17]1>>[Cl:1][c:2]1[cH:3][cH:4][c:5]2[cH:6][cH:7][n:8](-[c:12]3[cH:13][c:14]([CH3:18])[cH:15][cH:16][cH:17]3)[c:9]2[cH:10]1. Reactants: ClC=1C=C(C(=O)NC2=CC=CC=C2)C=CC1[N+](=O)[O-] (3-chloro-4-nitro-N-phenyl-benzamide), C(C)(C)(C)OC(NCC1CCNCC1)=O (piperidin-4-ylmethyl-carbamic acid tert-butyl ester), C([O-])([O-])=O.[K+].[K+] (potassium carbonate), C(C)(C)(C)OC(NCC1CCNCC1)=O (piperidin-4-ylmethyl-carbamic acid tert-butyl ester), C([O-])([O-])=O.[K+].[K+] (potassium carbonate). Run in CN(C=O)C (N,N-dimethylformamide). Reaction conditions: temperature 50 celsius. Product: C(C)(C)(C)OC(NCC1CCN(CC1)C1=C(C=CC(=C1)C(NC1=CC=CC=C1)=O)[N+](=O)[O-])=O ([1-(2-nitro-5-phenylcarbamoyl-phenyl)-piperidin-4-ylmethyl]-carbamic acid tert-butyl ester). Yield: 61.0%. RXN SMILES: Cl[C:2]1[CH:3]=[C:4]([CH:14]=[CH:15][C:16]=1[N+:17]([O-:19])=[O:18])[C:5]([NH:7][C:8]1[CH:13]=[CH:12][CH:11]=[CH:10][CH:9]=1)=[O:6].[C:20]([O:24][C:25](=[O:34])[NH:26][CH2:27][CH:28]1[CH2:33][CH2:32][NH:31][CH2:30][CH2:29]1)([CH3:23])([CH3:22])[CH3:21].C(=O)([O-])[O-].[K+].[K+]>CN(C)C=O>[C:20]([O:24][C:25](=[O:34])[NH:26][CH2:27][CH:28]1[CH2:29][CH2:30][N:31]([C:2]2[CH:3]=[C:4]([C:5](=[O:6])[NH:7][C:8]3[CH:13]=[CH:12][CH:11]=[CH:10][CH:9]=3)[CH:14]=[CH:15][C:16]=2[N+:17]([O-:19])=[O:18])[CH2:32][CH2:33]1)([CH3:23])([CH3:21])[CH3:22] |f:2.3.4|. Procedure details: To a solution of 3-chloro-4-nitro-N-phenyl-benzamide (0.13 g, 0.47 mmol) in N,N-dimethylformamide (10 mL) were added piperidin-4-ylmethyl-carbamic acid tert-butyl ester (0.12 g, 0.56 mmol) and potassium carbonate (0.1 g, 0.72 mmol) and the resulting mixture was heated at 50° C. overnight. The reaction mixture was then heated at 80° C. for 8 hours; then more piperidin-4-ylmethyl-carbamic acid tert-butyl ester (0.33 mmol) and potassium carbonate (0.14 g, 1 mmol) were added and the resulting mixtur... Starting materials: CN(C=C(C(=O)OCC)C(C1=CC=C(C=C1)C(F)(F)F)=O)C (ethyl 3-dimethylamino-2-(4-trifluoromethyl-benzoyl)-acrylate), [N+](=O)(O)[O-].[N+](=O)(O)[O-].FC=1C=C(C=CC1N1C=NC(=C1)C)NC(=N)N (N-[3-fluoro-4-(4-methyl-imidazol-1-yl)-phenyl]-guanidine dinitrate). Product: FC=1C=C(C=CC1N1C=NC(=C1)C)NC1=NC=C(C(=N1)C1=CC=C(C=C1)CF)C(=O)OCC (Ethyl 2-[3-Fluoro-4-(4-methyl-imidazol-1-yl)-phenylamino]-4-(4-fluoromethyl-phenyl)-pyrimidine-5-carboxylate), solid. Isolated yield 78.0%. Reaction SMILES: CN(C)[CH:3]=[C:4]([C:10](=O)[C:11]1[CH:16]=[CH:15][C:14]([C:17](F)(F)[F:18])=[CH:13][CH:12]=1)[C:5]([O:7][CH2:8][CH3:9])=[O:6].[N+]([O-])(O)=O.[N+]([O-])(O)=O.[F:31][C:32]1[CH:33]=[C:34]([NH:44][C:45]([NH2:47])=[NH:46])[CH:35]=[CH:36][C:37]=1[N:38]1[CH:42]=[C:41]([CH3:43])[N:40]=[CH:39]1>>[F:31][C:32]1[CH:33]=[C:34]([NH:44][C:45]2[N:47]=[C:10]([C:11]3[CH:16]=[CH:15][C:14]([CH2:17][F:18])=[CH:13][CH:12]=3)[C:4]([C:5]([O:7][CH2:8][CH3:9])=[O:6])=[CH:3][N:46]=2)[CH:35]=[CH:36][C:37]=1[N:38]1[CH:42]=[C:41]([CH3:43])[N:40]=[CH:39]1 |f:1.2.3|. Procedure details: The title compound was prepared from crude ethyl 3-dimethylamino-2-(4-trifluoromethyl-benzoyl)-acrylate (142 mg, 0.45 mmol) and N-[3-fluoro-4-(4-methyl-imidazol-1-yl)-phenyl]-guanidine dinitrate (121 mg, 0.34 mmol) using in analogous manner the procedure described in example 28b). Obtained as a pale-yellow solid (128 mg, 78%). Mp 219-221° C. The product is CN(C)Cc1oc(CSCCN)cc1CO. Starting materials: [Al+3], [H-], [H-], [H-], CN(C)Cc1oc(CSCCN)cc1C(=O)O, C1CCOC1, O. Reaction SMILES: [Al+3:19].[H-:18].[H-:20].[H-:21].[NH2:1][CH2:2][CH2:3][S:4][CH2:5][c:6]1[cH:7][c:8]([C:15](=[O:16])[OH:17])[c:9]([CH2:11][N:12]([CH3:13])[CH3:14])[o:10]1.[O:23]1[CH2:24][CH2:25][CH2:26][CH2:27]1.[OH2:22]>>[NH2:1][CH2:2][CH2:3][S:4][CH2:5][c:6]1[cH:7][c:8]([CH2:15][OH:16])[c:9]([CH2:11][N:12]([CH3:13])[CH3:14])[o:10]1.